Task: describe an organic reaction: reactants, conditions, products, and yield. Dataset: the Open Reaction Database (ORD), a public repository of structured organic reaction records Starting materials: IN1C(CCC1=O)=O (N-Iodosuccinimide), S(O)(O)(=O)=O (sulphuric acid), FC1=CC=C(C=C1)O (4-fluoro-phenol), C(C)(=O)O (acetic acid). The solvent is O (water). Run at time 18 hour. Product: FC1=CC(=C(C=C1)O)I (4-Fluoro-2-iodophenol). Isolated yield 40.0%. As a reaction SMILES: [I:1]N1C(=O)CCC1=O.[F:9][C:10]1[CH:15]=[CH:14][C:13]([OH:16])=[CH:12][CH:11]=1.C(O)(=O)C.S(=O)(=O)(O)O>O>[F:9][C:10]1[CH:15]=[CH:14][C:13]([OH:16])=[C:12]([I:1])[CH:11]=1. Reported procedure: N-Iodosuccinimide (10 g, 45.0 mmol) and 4-fluoro-phenol (5.00 g, 40.0 mmol) were suspended in acetic acid (39 ml, 649.0 mmol) and stirred for 5 minutes before addition of concentrated sulphuric acid (0.79 ml, 13.4 mmol). The reaction mixture was stirred for 18 hours at room temperature before diluting with water (100 ml). The aqueous layer was extracted with dichloromethane (2×30 ml). The combined organic extracts were washed with sodium thiosulphate solution (20% aqueous, wt:v), water, dried ov... Reactants: [Na] (Sodium), O (water), C1(CCCC1)N1N=C(C(=C1N)C(=O)N)CC (1-cyclopentyl-3-ethyl-5-amino-1H-pyrazole-4-carboxamide), C(C=C)OC1=C(C(=O)OCC)C=CC=C1 (ethyl 2-(2-propenyloxy)benzoate). The solvent is C(C)O (ethanol), C(C)O (ethanol), CCOCC (ether). Yields the product N1=NC=C2C1=NC=NC2=O (pyrazolo[3,4-d]pyrimidin-4-one). RXN SMILES: [Na].C1([N:7]2[C:11]([NH2:12])=[C:10]([C:13]([NH2:15])=[O:14])[C:9](CC)=[N:8]2)CCCC1.[CH2:18](OC1C=CC=CC=1C(OCC)=O)C=C.O>C(O)C.CCOCC>[N:7]1[C:11]2=[N:12][CH:18]=[N:15][C:13](=[O:14])[C:10]2=[CH:9][N:8]=1 |^1:0|. Reported procedure: Sodium spheres (207 mg) was dissolved in ethanol (15 ml) and 1-cyclopentyl-3-ethyl-5-amino-1H-pyrazole-4-carboxamide (1 g, 45 mmol) was added, followed by ethyl 2-(2-propenyloxy)benzoate (1.85 g, 9 mmol). The reaction mixture was refluxed overnight, cooled, the ethanol was stripped and water was added. The pH was adjusted to about 7 and a solid was isolated by filtration. The solid was taken up in ether, washed with dilute HCl, dried over MgSO4, filtered and the solvent was removed and the solid... Starting materials: CCCCC(CC)CCC(CC(C)C)OS(=O)(=O)[O-].[Na+] (TERGITOL), [Si](OCC)(OCC)(OCC)OCC (tetraethyl orthosilicate). Solvent: O (water). Product: solution, [Si](OCC)(OCC)(OCC)OCC.CCCCC(CC)CCC(CC(C)C)OS(=O)(=O)[O-].[Na+] (TEOS TERGITOL). Reaction SMILES: [CH3:1][CH2:2][CH2:3][CH2:4][CH:5]([CH2:8][CH2:9][CH:10]([O:15][S:16]([O-:19])(=[O:18])=[O:17])[CH2:11][CH:12]([CH3:14])[CH3:13])[CH2:6][CH3:7].[Na+:20].[Si:21]([O:31][CH2:32][CH3:33])([O:28][CH2:29][CH3:30])([O:25][CH2:26][CH3:27])[O:22][CH2:23][CH3:24]>O>[Si:21]([O:25][CH2:26][CH3:27])([O:28][CH2:29][CH3:30])([O:31][CH2:32][CH3:33])[O:22][CH2:23][CH3:24].[CH3:1][CH2:2][CH2:3][CH2:4][CH:5]([CH2:8][CH2:9][CH:10]([O:15][S:16]([O-:19])(=[O:18])=[O:17])[CH2:11][CH:12]([CH3:13])[CH3:14])[CH2:6][CH3:7].[Na+:20] |f:0.1,4.5.6|. Procedure details: A 0.02M solution of an alkyl polyethylene oxide C11-15H23-31 --(CH2CH2O)15H (TERGITOL 15-S-15, Union Carbide, Danbury, Conn.) was prepared by dissolution of 0.877 g of TERGITOL in 50 mL of water. After complete dissolution, 1.664 g of tetraethyl orthosilicate (TEOS) was then added at room temperature in order to obtain a molar ratio TEOS/TERGITOL 15-S-15=8, while the solution was sonicated. The so obtained solution was cloudy. The sonication was stopped and the solution was allowed to stand for ... Reactants: O=C1CC(=O)C12CCOCC2, ClCCl, COC(=O)C(N)Cc1cc(OC)c(-c2ccccc2)c(OC)c1. The product is COC(=O)C(Cc1cc(OC)c(-c2ccccc2)c(OC)c1)NC1=CC(=O)C12CCOCC2. RXN SMILES: [C:24]1(=[O:34])[CH2:25][C:26](=[O:33])[C:27]12[CH2:28][CH2:29][O:30][CH2:31][CH2:32]2.[Cl:35][CH2:36][Cl:37].[NH2:1][CH:2]([C:3](=[O:4])[O:5][CH3:6])[CH2:7][c:8]1[cH:9][c:10]([O:22][CH3:23])[c:11](-[c:16]2[cH:17][cH:18][cH:19][cH:20][cH:21]2)[c:12]([O:14][CH3:15])[cH:13]1>>[NH:1]([CH:2]([C:3](=[O:4])[O:5][CH3:6])[CH2:7][c:8]1[cH:9][c:10]([O:22][CH3:23])[c:11](-[c:16]2[cH:17][cH:18][cH:19][cH:20][cH:21]2)[c:12]([O:14][CH3:15])[cH:13]1)[C:24]1=[CH:25][C:26](=[O:33])[C:27]12[CH2:28][CH2:29][O:30][CH2:31][CH2:32]2. Reactants: CC(CC)=O (2-butanone), CN(C)C=1C=CC(=CC1)C(=O)C=2C=CC(=CC2)N(C)C (Michler's ketone), CN(C)C1=CC=C(C=C1)C(C2=CC=C(C=C2)N(C)C)C3=CC=C(C=C3)N(C)C (Leuco Crystal Violet). The product is C(C(=C)C)(=O)OC (methyl methacrylate), C(C(=C)C)(=O)O (methacrylic acid), C(C)OCCO (2-ethoxyethanol), solution. RXN SMILES: CN(C1C=C[C:7]([C:10]([C:12]2[CH:13]=CC(N(C)C)=C[CH:17]=2)=[O:11])=CC=1)C.CN(C1C=CC(C(C2C=CC(N(C)C)=CC=2)C2C=CC(N(C)C)=CC=2)=CC=1)C.C[C:50](=[O:53])[CH2:51]C>>[C:10]([O:53][CH3:50])(=[O:11])[C:12]([CH3:13])=[CH2:17].[C:10]([OH:53])(=[O:11])[C:12]([CH3:13])=[CH2:17].[CH2:50]([O:53][CH2:7][CH2:10][OH:11])[CH3:51]. Procedure details: A solution of 5.0 g of a 9:1 copolymer of methyl methacrylate and methacrylic acid in 10 g of 2-butanone was prepared by warming at 40°, and to this solution was added 5.0 g of Epocryl® 303.1, 0.4 g of 2-o-chlorophenyl-4,5-diphenylimidazolyl dimer, 0.3 g of Michler's ketone, 0.02 g of Leuco Crystal Violet, 0.10 g of C.I. Solvent Red Dye #109, and enough 2-ethoxyethanol to give a total of 50 g of solution. The solution was spin-coated onto an anodized aluminum substrate (2000 rpm for 0.75 min.) t... The reactants are NC1CCN(CC1)C1CC1 (4-amino-1-cyclopropylpiperidine), C(C)(=O)OC1C2=CC=CC=C2OC=2C=CC=CC12 (9-acetoxyxanthene). Solvent: C1(=CC=CC=C1)C (toluene). Product: C1(CC1)N1CCC(CC1)NC1C2=CC=CC=C2OC=2C=CC=CC12 (N-(N-cyclopropyl-4-piperidinyl)-9-xanthenylamine). RXN SMILES: [NH2:1][CH:2]1[CH2:7][CH2:6][N:5]([CH:8]2[CH2:10][CH2:9]2)[CH2:4][CH2:3]1.C(O[CH:15]1[C:28]2[CH:27]=[CH:26][CH:25]=[CH:24][C:23]=2[O:22][C:21]2[C:16]1=[CH:17][CH:18]=[CH:19][CH:20]=2)(=O)C>C1(C)C=CC=CC=1>[CH:8]1([N:5]2[CH2:6][CH2:7][CH:2]([NH:1][CH:15]3[C:16]4[CH:17]=[CH:18][CH:19]=[CH:20][C:21]=4[O:22][C:23]4[C:28]3=[CH:27][CH:26]=[CH:25][CH:24]=4)[CH2:3][CH2:4]2)[CH2:10][CH2:9]1. Reported procedure: Refluxing 4-amino-1-cyclopropylpiperidine and 9-acetoxyxanthene in dry toluene for 24 hours, then working up as in Example 1 gives N-(N-cyclopropyl-4-piperidinyl)-9-xanthenylamine. Starting materials: Brc1ccc2c(c1)NCCC2, CC(=O)OC(C)=O, ClCCl, c1ccncc1. Yields the product CC(=O)N1CCCc2ccc(Br)cc21. RXN SMILES: [Br:1][c:2]1[cH:3][cH:4][c:5]2[c:10]([cH:11]1)[NH:9][CH2:8][CH2:7][CH2:6]2.[CH3:12][C:13](=[O:14])[O:15][C:16](=[O:17])[CH3:18].[Cl:25][CH2:26][Cl:27].[cH:19]1[cH:20][cH:21][n:22][cH:23][cH:24]1>>[Br:1][c:2]1[cH:3][cH:4][c:5]2[c:10]([cH:11]1)[N:9]([C:13]([CH3:12])=[O:14])[CH2:8][CH2:7][CH2:6]2.